From a dataset of the Open Reaction Database (ORD), a public repository of structured organic reaction records. describe an organic reaction: reactants, conditions, products, and yield The reactants are CC(=O)O, Cl, COc1ccc2c(c1F)C(=O)OC2=O, NNc1ccncc1. Yields the product COc1ccc2c(c1F)C(=O)N(Nc1ccncc1)C2=O. Reaction SMILES: [CH3:24][C:25](=[O:26])[OH:27].[ClH:15].[F:1][c:2]1[c:3]2[c:4]([cH:10][cH:11][c:12]1[O:13][CH3:14])[C:5](=[O:6])[O:7][C:8]2=[O:9].[NH:16]([NH2:17])[c:18]1[cH:19][cH:20][n:21][cH:22][cH:23]1>>[F:1][c:2]1[c:3]2[c:4]([cH:10][cH:11][c:12]1[O:13][CH3:14])[C:5](=[O:7])[N:17]([NH:16][c:18]1[cH:19][cH:20][n:21][cH:22][cH:23]1)[C:8]2=[O:9]. Reactants: O (water), C(CCC)C=1C=C2C=C(C=CN2C1)C(=O)OCC (2-n-butyl 7-carbethoxy indolizine), C(CCC)N(CCCOC1=CC=C(C(=O)Cl)C=C1)CCCC (4-(3-di-n-butylamino-propoxy) benzoyl chloride), C(O)([O-])=O.[Na+] (sodium hydrogen carbonate). The solvent is C(C)(=O)OCC (ethyl acetate). Product: C(CCC)C=1C=C2C=C(C=CN2C1C(C1=CC=C(C=C1)OCCCN(CCCC)CCCC)=O)C(=O)OCC (2-n-butyl 3-[4-(3-di-n-butylamino-propoxy)benzoyl] 7-carbethoxy indolizine), base. The yield is 97.0%. As a reaction SMILES: [CH2:1]([C:5]1[CH:6]=[C:7]2[N:12]([CH:13]=1)[CH:11]=[CH:10][C:9]([C:14]([O:16][CH2:17][CH3:18])=[O:15])=[CH:8]2)[CH2:2][CH2:3][CH3:4].[CH2:19]([N:23]([CH2:37][CH2:38][CH2:39][CH3:40])[CH2:24][CH2:25][CH2:26][O:27][C:28]1[CH:36]=[CH:35][C:31]([C:32](Cl)=[O:33])=[CH:30][CH:29]=1)[CH2:20][CH2:21][CH3:22].O.C(=O)([O-])O.[Na+]>C(OCC)(=O)C>[CH2:1]([C:5]1[CH:6]=[C:7]2[N:12]([C:13]=1[C:32](=[O:33])[C:31]1[CH:30]=[CH:29][C:28]([O:27][CH2:26][CH2:25][CH2:24][N:23]([CH2:19][CH2:20][CH2:21][CH3:22])[CH2:37][CH2:38][CH2:39][CH3:40])=[CH:36][CH:35]=1)[CH:11]=[CH:10][C:9]([C:14]([O:16][CH2:17][CH3:18])=[O:15])=[CH:8]2)[CH2:2][CH2:3][CH3:4] |f:3.4|. Reported procedure: A mixture of 0.35 g (38 mmoles) of 2-n-butyl 7-carbethoxy indolizine and 14.2 g (38 mmoles) of 4-(3-di-n-butylamino-propoxy) benzoyl chloride is heated at 95°-100° C. for 4.5 h. The crude product obtained is dissolved in ethyl acetate and water and is neutralized by sodium hydrogen carbonate. The organic layer is separated and dried over magnesium sulfate. It is filtered and the solvent evaporated. The residue is then purified on a column of silica with ethyl acetate as eluant in order to obtain... Reactants: OCC(CO)(CO)CO (pentaerythritol), C(C)(=O)OC(C)=O (acetic anhydride), Br (hydrobromic acid), C(C)(=O)OC(C)=O (acetic anhydride), Br (hydrobromic acid), OCC(CO)(CO)CO (pentaerythritol), Br (hydrobromic acid). Solvent: C(C)(=O)O (acetic acid). The product is BrC(O)C(CO)(CO)CO (monobromopentaerythritol). Isolated yield 70.0%. As a reaction SMILES: [OH:1][CH2:2][C:3]([CH2:8][OH:9])([CH2:6][OH:7])[CH2:4][OH:5].[BrH:10].C(OC(=O)C)(=O)C>C(O)(=O)C>[Br:10][CH:2]([C:3]([CH2:8][OH:9])([CH2:6][OH:7])[CH2:4][OH:5])[OH:1]. Reported procedure: In a 2 liter, three-necked flask equipped with a reflux condenser and an addition funnel are placed 200 g pentaerythritol (1.47 mole) and 16 ml 48% hydrobromic acid in about 500 ml glacial acetic acid. The mixture is refluxed for about one-half hour until all pentaerythritol is dissolved. Then 170 ml 48% hydrobromic acid are added, followed by 310 ml acetic anhydride and the mixture is refluxed for 3 hours. Then, 94 ml 48% hydrobromic acid followed by 150 ml acetic anhydride are added and the mi...